This data is from the Open Reaction Database (ORD), a public repository of structured organic reaction records. The task is: describe an organic reaction: reactants, conditions, products, and yield Reactants: NC1=CC=C(C=2C(C3=CC=CC=C3C(C12)=O)=O)NC1=CC=CC=C1 (1-amino-4-anilinoanthraquinone), C(C)#N (acetonitrile), C(=C)C1=CC=C(CCl)C=C1 (4-vinylbenzyl chloride), N1=C(C=CC=C1C)C (2,6-lutidine). The product is C(=C)C1=CC=C(CNC2=CC=C(C=3C(C4=CC=CC=C4C(C23)=O)=O)NCC2=CC=C(C=C2)C=C)C=C1 (1,4-bis(4-vinylbenzylamino) anthraquinone). As a reaction SMILES: [NH2:1][C:2]1[C:15]2[C:14](=[O:16])[C:13]3[C:8](=[CH:9][CH:10]=[CH:11][CH:12]=3)[C:7](=[O:17])[C:6]=2[C:5]([NH:18]C2C=CC=CC=2)=[CH:4][CH:3]=1.[CH:25]([C:27]1[CH:34]=[CH:33][C:30]([CH2:31]Cl)=[CH:29][CH:28]=1)=[CH2:26].N1[C:40]([CH3:41])=[CH:39][CH:38]=[CH:37][C:36]=1[CH3:42].[C:43](#N)[CH3:44]>>[CH:25]([C:27]1[CH:34]=[CH:33][C:30]([CH2:31][NH:18][C:5]2[C:6]3[C:7](=[O:17])[C:8]4[C:13](=[CH:12][CH:11]=[CH:10][CH:9]=4)[C:14](=[O:16])[C:15]=3[C:2]([NH:1][CH2:42][C:36]3[CH:41]=[CH:40][C:39]([CH:43]=[CH2:44])=[CH:38][CH:37]=3)=[CH:3][CH:4]=2)=[CH:29][CH:28]=1)=[CH2:26]. Procedure: Reaction was performed by using the following reactants, catalyst and solvent: 1-amino-4-anilinoanthraquinone (precursor, 2.5 g, 7.96 mmol), 4-vinylbenzyl chloride (1.25 g, 8.22 mmol), 2,6-lutidine (a catalyst, 0.88 g, 8.22 mmol) and acetonitrile (solvent, 25 ml) in a reaction apparatus similar to that of Example 1. After completion of the reaction, the product was purified in the same manner as in Example 1 to afford the desired reactive dye, BD-4 (Yield: 67%). ##STR9## Reactants: C1(=CC=CC=C1)C=1NC(=C(N1)C1=CC=CC=C1)C1=CC=CC=C1 (2,4,5-triphenylimidazole), BrCCCCCCCBr (1,7-dibromo-heptane), C([O-])([O-])=O.[K+].[K+] (potassium carbonate). The solvent is CC(CC)=O (butanone). Product: BrCCCCCCCN1C(=NC(=C1C1=CC=CC=C1)C1=CC=CC=C1)C1=CC=CC=C1 (1-(7-bromoheptyl)-2,4,5-triphenylimidazole). Yield: 61.5%. Reaction SMILES: [C:1]1([C:7]2[NH:8][C:9]([C:18]3[CH:23]=[CH:22][CH:21]=[CH:20][CH:19]=3)=[C:10]([C:12]3[CH:17]=[CH:16][CH:15]=[CH:14][CH:13]=3)[N:11]=2)[CH:6]=[CH:5][CH:4]=[CH:3][CH:2]=1.[Br:24][CH2:25][CH2:26][CH2:27][CH2:28][CH2:29][CH2:30][CH2:31]Br.C(=O)([O-])[O-].[K+].[K+]>CC(=O)CC>[Br:24][CH2:25][CH2:26][CH2:27][CH2:28][CH2:29][CH2:30][CH2:31][N:11]1[C:10]([C:12]2[CH:17]=[CH:16][CH:15]=[CH:14][CH:13]=2)=[C:9]([C:18]2[CH:19]=[CH:20][CH:21]=[CH:22][CH:23]=2)[N:8]=[C:7]1[C:1]1[CH:6]=[CH:5][CH:4]=[CH:3][CH:2]=1 |f:2.3.4|. Procedure details: A mixture of 2,4,5-triphenylimidazole (11.5 g), 1,7-dibromo-heptane (50 g) and potassium carbonate (27 g) in dry butanone (250 ml) was heated at reflux for 20 hours. The mixture was filtered and the filtrate evaporated to an oil. Chromatography on silica gel (hexane/ethyl acetate) and recrystallisation from hexane gave 1-(7-bromoheptyl)-2,4,5-triphenylimidazole (11.3 g, 61.4%) as a colourless solid, m.p. 69°-71°. The solvent is CN(C)C=O (DMF), CN(C)C=O (DMF). Reaction SMILES: [CH:1]([N:4]1[C:9](=[O:10])[CH:8]=[CH:7][C:6]([CH:11]([NH:20][C:21](=[O:24])[O:22]C)[C:12](=O)[C:13]2[CH:18]=[CH:17][CH:16]=[CH:15][CH:14]=2)=[N:5]1)([CH3:3])[CH3:2].[H-].[Na+].CC(O)=O.O>CN(C=O)C>[CH:1]([N:4]1[C:9](=[O:10])[CH:8]=[CH:7][C:6]([C:11]2[NH:20][C:21](=[O:22])[O:24][C:12]=2[C:13]2[CH:18]=[CH:17][CH:16]=[CH:15][CH:14]=2)=[N:5]1)([CH3:2])[CH3:3] |f:1.2|. Run at temperature 72.5 celsius. Yield: 70.2%. The product is C(C)(C)N1N=C(C=CC1=O)C=1NC(OC1C1=CC=CC=C1)=O (2-isopropyl-6-(2-oxo-5-phenyl-2,3-dihydro-oxazol-4-yl)-3(2H)-pyridazinone). Procedure: A solution of methyl [1-(1-isopropyl-6-oxo-1,6-dihydro-3-pyridazinyl)-2-oxo-2-phenylethyl]carbamate (2.46 g) in DMF (10 ml) was added to a suspension of NaH (60% dispersion in mineral oil) (314 mg) in DMF (15 ml) and the mixture was heated at 70-75° C. for 3 hours. A mixture of AcOH (0.5 ml) and water (75 ml) was added to the mixture to give a precipitate. The precipitate was collected by filtration and dried under reduced pressure to give 2-isopropyl-6-(2-oxo-5-phenyl-2,3-dihydro-oxazol-4-yl)-3... The reactants are C(C)(C)N1N=C(C=CC1=O)C(C(C1=CC=CC=C1)=O)NC(OC)=O (methyl [1-(1-isopropyl-6-oxo-1,6-dihydro-3-pyridazinyl)-2-oxo-2-phenylethyl]carbamate), [H-].[Na+] (NaH), CC(=O)O (AcOH), O (water). The reactants are CON(C(=O)C1=CN(C2=CC=CC=C2C1=O)CC1=NC(=CC=C1)Br)C (1-(6-bromo-pyridin-2-ylmethyl)-4-oxo-1,4-dihydro-quinoline-3-carboxylic acid methoxy-methyl-amide), white solid, ClC1=C(C=C(C=C1)[Mg]Br)OC (4-chloro-3-methoxyphenylmagnesium bromide). Run in C1CCOC1 (THF). The product is BrC1=CC=CC(=N1)CN1C=C(C(C2=CC=CC=C12)=O)C(C1=CC(=C(C=C1)Cl)OC)=O (1-(6-Bromo-pyridin-2-ylmethyl)-3-(4-chloro-3-methoxy-benzoyl)-1H-quinolin-4-one). RXN SMILES: CON(C)[C:4]([C:6]1[C:15](=[O:16])[C:14]2[C:9](=[CH:10][CH:11]=[CH:12][CH:13]=2)[N:8]([CH2:17][C:18]2[CH:23]=[CH:22][CH:21]=[C:20]([Br:24])[N:19]=2)[CH:7]=1)=[O:5].[Cl:26][C:27]1[CH:32]=[CH:31][C:30]([Mg]Br)=[CH:29][C:28]=1[O:35][CH3:36]>C1COCC1>[Br:24][C:20]1[N:19]=[C:18]([CH2:17][N:8]2[C:9]3[C:14](=[CH:13][CH:12]=[CH:11][CH:10]=3)[C:15](=[O:16])[C:6]([C:4](=[O:5])[C:30]3[CH:31]=[CH:32][C:27]([Cl:26])=[C:28]([O:35][CH3:36])[CH:29]=3)=[CH:7]2)[CH:23]=[CH:22][CH:21]=1. Procedure: Experimental conditions analogous to those described for Step 6 of Example 60 from 92 mg (0.22 mmol) of 1-(6-bromo-pyridin-2-ylmethyl)-4-oxo-1,4-dihydro-quinoline-3-carboxylic acid methoxy-methyl-amide in 1 mL THF and 2.01 mL 0.25M 4-chloro-3-methoxyphenylmagnesium bromide. Yield: 40 mg of a white solid. LC-MSD, m/z for C23H16BrClN2O3 [M+H]+=483.0, 485.0; HPLC retention time: 2.5 min. Reagents/catalysts: [Br-].C(CCC)[N+](CCCC)(CCCC)CCCC (tetra-n-butylammonium bromide). Isolated yield 97.6%. Reported procedure: To a solution of 4-fluorophenol (22.4 g, 200 mmol) in DCM (200 mL) was added 50% NaOH (aq) (100 mL), 3-bromoprop-1-ene (26.0 mL, 300.0 mmol) and tetra-n-butylammonium bromide (1.90 g, 6.0 mmol). The suspension was stirred at room temperature for 24 h. The layers were separated and washed with water (2×100 mL), brine (100 mL) and dried over sodium sulfate, filtered and concentrated in vacuo. The residue was purified by chromatography (0-20% EtOAc in hexanes) to provide the desired 1-(allyloxy)-4-... Reaction conditions: time 24 hour. Reactants: FC1=CC=C(C=C1)O (4-fluorophenol), [OH-].[Na+] (NaOH), BrCC=C (3-bromoprop-1-ene). Run in C(Cl)Cl (DCM). RXN SMILES: [F:1][C:2]1[CH:7]=[CH:6][C:5]([OH:8])=[CH:4][CH:3]=1.[OH-].[Na+].Br[CH2:12][CH:13]=[CH2:14]>C(Cl)Cl.[Br-].C([N+](CCCC)(CCCC)CCCC)CCC>[CH2:14]([O:8][C:5]1[CH:6]=[CH:7][C:2]([F:1])=[CH:3][CH:4]=1)[CH:13]=[CH2:12] |f:1.2,5.6|. Product: C(C=C)OC1=CC=C(C=C1)F (1-(allyloxy)-4-fluorobenzene). The reactants are C(C1=CC=CC=C1)N1C(CNC(C1)C)C (benzyl-2,5-dimethyl-piperazine), C(C)(C)(C)OC(=O)N1C(CNC(C1)(C)C)C (2,5,5-trimethyl-piperazine-1-carbox ylic acid tert-butyl ester). The product is C(C1=CC=CC=C1)N1C(CNC(C1)C)(C)C (1-Benzyl-2,2,5-trimethyl-piperazine). RXN SMILES: [CH2:1]([N:8]1[CH2:13][CH:12]([CH3:14])[NH:11][CH2:10][CH:9]1[CH3:15])[C:2]1[CH:7]=[CH:6][CH:5]=[CH:4][CH:3]=1.[C:16](OC(N1CC(C)(C)NCC1C)=O)(C)(C)C>>[CH2:1]([N:8]1[CH2:13][CH:12]([CH3:14])[NH:11][CH2:10][C:9]1([CH3:16])[CH3:15])[C:2]1[CH:7]=[CH:6][CH:5]=[CH:4][CH:3]=1. Procedure details: 1-Benzyl-2,2,5-trimethyl-piperazine was prepared in analogy to the preparation of benzyl-2,5-dimethyl-piperazine (see above) starting form 2,5,5-trimethyl-piperazine-1-carbox ylic acid tert-butyl ester. The reactants are BrCCO (2-bromoethanol), OCCOC1=CC=2C(C3=CC=C(C=C3C(C2C=C1)=O)OCCO)=O (2,6-Bis(2-hydroxyethoxy)anthraquinone), ( A ), BrCCCl (1-bromo-2-chloroethane), OCCOC1=CC=2C(C3=CC=C(C=C3C(C2C=C1)=O)OCCO)=O (2,6-bis(2-hydroxyethoxy)anthraquinone), S(=O)(Cl)Cl (thionyl chloride). Solvent: N1=CC=CC=C1 (pyridine), C(Cl)(Cl)Cl (chloroform). Product: ( A ), ClCCOC1=CC=2C(C3=CC=C(C=C3C(C2C=C1)=O)OCCCl)=O (2,6-bis(2-chloroethoxy) anthraquinone). Reaction SMILES: O[CH2:2][CH2:3][O:4][C:5]1[CH:18]=[CH:17][C:16]2[C:15](=[O:19])[C:14]3[C:9](=[CH:10][CH:11]=[C:12]([O:20]CCO)[CH:13]=3)[C:8](=[O:24])[C:7]=2[CH:6]=1.BrCCO.Br[CH2:30][CH2:31][Cl:32].S(Cl)([Cl:35])=O>C(Cl)(Cl)Cl.N1C=CC=CC=1>[Cl:32][CH2:31][CH2:30][O:20][C:12]1[CH:11]=[CH:10][C:9]2[C:8](=[O:24])[C:7]3[C:16](=[CH:17][CH:18]=[C:5]([O:4][CH2:3][CH2:2][Cl:35])[CH:6]=3)[C:15](=[O:19])[C:14]=2[CH:13]=1. Procedure details: 2,6-Bis(2-hydroxyethoxy)anthraquinone can be prepared as in (A) above by substituting 75 g. (0.60 mole) of 2-bromoethanol for 1-bromo-2-chloroethane. Then, with stirring, 25 g. of thionyl chloride is added to a mixture of 20 g. (0.06 mole) of the 2,6-bis(2-hydroxyethoxy)anthraquinone and 0.5 ml. of pyridine in 200 ml. of chloroform. The mixture is heated to reflux on a steam bath for six hours, after which the excess thionyl chloride and chloroform are removed under reduced pressure. The residue...